The task is: describe an organic reaction: reactants, conditions, products, and yield. This data is from the Open Reaction Database (ORD), a public repository of structured organic reaction records. Reactants: CCOP(=O)(CC(O)CN)C1CC=CCC1, CCO, [Li+], [OH-], O. Yields the product NCC(O)CP(=O)(O)C1CC=CCC1. RXN SMILES: [CH2:4]([CH3:5])[O:6][P:7](=[O:8])([CH:9]1[CH2:10][CH:11]=[CH:12][CH2:13][CH2:14]1)[CH2:15][CH:16]([CH2:17][NH2:18])[OH:19].[CH3:20][CH2:21][OH:22].[Li+:1].[OH-:2].[OH2:3]>>[O:6]=[P:7]([OH:8])([CH:9]1[CH2:10][CH:11]=[CH:12][CH2:13][CH2:14]1)[CH2:15][CH:16]([CH2:17][NH2:18])[OH:19]. The reactants are ClC1=C(CCl)C=CC=C1 (2-chlorobenzyl chloride), C(CCC)(=O)[O-].[Na+] (sodium butanoate), C(C)(C)[N-]C(C)C.[Li+] (lithium diisopropylamide), CCCCCCC.C1CCOC1.C(C)C1=CC=CC=C1 (heptane THF ethylbenzene), O=S(Cl)Cl (SOCl2). Solvent: C1CCOC1 (THF). Reaction conditions: time 24 hour. Yields the product C(C)C=1CC2=C(C=CC=C2C1)Cl (2-ethyl-7-chloroindene). Reaction SMILES: C([O-])(=O)CCC.[Na+].C([N-]C(C)C)(C)C.[Li+].[CH3:16][CH2:17][CH2:18][CH2:19][CH2:20][CH2:21][CH3:22].C1COCC1.C(C1C=CC=CC=1)C.[Cl:36][C:37]1[CH:44]=CC=C[C:38]=1[CH2:39]Cl.O=S(Cl)Cl>C1COCC1>[CH2:17]([C:18]1[CH2:39][C:38]2[C:20]([CH:19]=1)=[CH:21][CH:22]=[CH:44][C:37]=2[Cl:36])[CH3:16] |f:0.1,2.3,4.5.6|. Reported procedure: A 12 L round-bottom flask was equipped with a mechanical stirrer, thermometer and reflux condenser. 385 g sodium butanoate (3.5 mol) and 2 L THF were added to form a slurry. 2.625 L lithium diisopropylamide, 2M in heptane/THF/ethylbenzene (5.25 mol, 50% excess) were added at ambient temperature, and then stirred for 24 hours. Then 705 g 2-chlorobenzyl chloride (4.375 mol, 25% excess) was added, and the reaction stirred for another 24 hours. Once completed, the reaction was quenched by adding 150...